From a dataset of the Open Reaction Database (ORD), a public repository of structured organic reaction records. describe an organic reaction: reactants, conditions, products, and yield The reactants are N=1C=2C=CC=CC2C=CC1C, O=C(O)C1OCCC1. The reagents and catalysts are O=S(=O)(O)OOS(=O)(=O)O.N. Solvent: O, O=S(C)C. Reaction conditions: temperature 40 celsius, time 16 hour. Yields the product N=1C=2C=CC=CC2C(=CC1C)C3OCCC3. The yield is 67.0%. Starting materials: CCCCn1nnc2cc(CO)ccc21, ClCCl. The product is CCCCn1nnc2cc(C=O)ccc21. Reaction SMILES: [CH2:1]([CH2:2][CH2:3][CH3:4])[n:5]1[n:6][n:7][c:8]2[c:9]1[cH:10][cH:11][c:12]([CH2:14][OH:15])[cH:13]2.[Cl:16][CH2:17][Cl:18]>>[CH2:1]([CH2:2][CH2:3][CH3:4])[n:5]1[n:6][n:7][c:8]2[c:9]1[cH:10][cH:11][c:12]([CH:14]=[O:15])[cH:13]2. Starting materials: Cl (Hydrochloric acid), CC12C(C3OCC(C(=C3CC1)CCC1(OCCO1)C)=O)CCC2=O (3a-Methyl-6-[2-(2-methyl-[1,3]dioxolan-2-yl)-ethyl]-1,2,4,5,9a,9b-hexahydro-3aH-9-oxa-cyclopenta[a]naphthalene-3,7-dione). Solvent: CC(=O)C (acetone). Conditions: time 0.5 hour. Yields the product CC12C(C3OCC(C(=C3CC1)CCC(C)=O)=O)CCC2=O (3a-Methyl-6-(3-oxo-butyl)-1,2,4,5,9a,9b-hexahydro-3aH-9-oxa-cyclopenta[a]naphthalene-3,7-dione). Reaction SMILES: Cl.[CH3:2][C:3]12[C:24](=[O:25])[CH2:23][CH2:22][CH:4]1[CH:5]1[C:10]([CH2:11][CH2:12]2)=[C:9]([CH2:13][CH2:14][C:15]2([CH3:20])OCC[O:16]2)[C:8](=[O:21])[CH2:7][O:6]1>CC(C)=O>[CH3:2][C:3]12[C:24](=[O:25])[CH2:23][CH2:22][CH:4]1[CH:5]1[C:10]([CH2:11][CH2:12]2)=[C:9]([CH2:13][CH2:14][C:15](=[O:16])[CH3:20])[C:8](=[O:21])[CH2:7][O:6]1. Procedure details: 3 N Hydrochloric acid (0.85 mL) was added to a stirred solution of the crude 3a-Methyl-6-[2-(2-methyl-[1,3]dioxolan-2-yl)-ethyl]-1,2,4,5,9a,9b-hexahydro-3aH-9-oxa-cyclopenta[a]naphthalene-3,7-dione in acetone (50 mL) at room temperature. The reaction mixture was stirred at room temperature for 0.5 h. The reaction was quenched with saturated sodium bicarbonate aqueous solution (50 mL), and then the acetone was removed under reduced pressure. The residue was diluted with brine (50 mL), extracted w... RXN SMILES: [CH2:1]([c:2]1[cH:3][cH:4][cH:5][cH:6][cH:7]1)[O:8][c:9]1[cH:10][c:11]([C:24](=[O:25])[O:26][CH3:27])[c:12]([NH:15][C:16]([CH2:17][O:18][CH2:19][C:20](=[O:21])[OH:22])=[O:23])[cH:13][cH:14]1.[CH:28]([c:29]1[cH:30][cH:31][cH:32][cH:33][cH:34]1)([c:35]1[cH:36][cH:37][cH:38][cH:39][cH:40]1)[N:41]1[CH2:42][CH2:43][NH:44][CH2:45][CH2:46]1>>[CH2:1]([c:2]1[cH:3][cH:4][cH:5][cH:6][cH:7]1)[O:8][c:9]1[cH:10][c:11]([C:24](=[O:25])[O:26][CH3:27])[c:12]([NH:15][C:16]([CH2:17][O:18][CH2:19][C:20](=[O:21])[N:44]2[CH2:43][CH2:42][N:41]([CH:28]([c:29]3[cH:30][cH:31][cH:32][cH:33][cH:34]3)[c:35]3[cH:36][cH:37][cH:38][cH:39][cH:40]3)[CH2:46][CH2:45]2)=[O:23])[cH:13][cH:14]1. The product is COC(=O)c1cc(OCc2ccccc2)ccc1NC(=O)COCC(=O)N1CCN(C(c2ccccc2)c2ccccc2)CC1. Starting materials: COC(=O)c1cc(OCc2ccccc2)ccc1NC(=O)COCC(=O)O, c1ccc(C(c2ccccc2)N2CCNCC2)cc1. Reactants: N, C1([C@@H]2N(B(O1)C)CCC2)(c1ccccc1)c1ccccc1, C1CN(C[C@@H](C1=O)O)S(=O)(=O)C. Reagents/catalysts: c1ccc(cc1)-c2c3ccccc3cc4ccccc24 (9-Phenylanthracene), CC(C)[O-].CC(C)[O-].CC(C)[O-].CC(C)[O-].[Ti+4] (Ti(OiPr)4). Run at temperature 25 celsius, time 18 hour. The product is CS(=O)(=O)N1CC[C@@H](N)[C@@H](O)C1. RXN SMILES: [CH3:1][S:2]([N:5]1[CH2:11][C@H:9]([OH:10])[C:8](=O)[CH2:7][CH2:6]1)(=[O:4])=[O:3].[NH3:12].CB1N([C@H]2C(c3ccccc3)(c4ccccc4)O1)CCC2>>[CH3:1][S:2]([N:5]1[CH2:11][C@H:9]([OH:10])[C@H:8]([NH2:12])[CH2:7][CH2:6]1)(=[O:4])=[O:3]. Reactants: 13, ClCCCN1C(N(C2=C1C=CC=C2)C(=C)C)=O (1-(3-chloropropyl)-1,3-dihydro-3-(1-methylethenyl)-2H-benzimidazol-2-one), Cl (hydrochloric acid). Solvent: C(C)O (ethanol). Yields the product ClCCCN1C(NC2=C1C=CC=C2)=O (1-(3-chloropropyl)-1,3-dihydro-2H-benzimidazol-2-one). Isolated yield 90.0%. As a reaction SMILES: [Cl:1][CH2:2][CH2:3][CH2:4][N:5]1[C:9]2[CH:10]=[CH:11][CH:12]=[CH:13][C:8]=2[N:7](C(C)=C)[C:6]1=[O:17].Cl>C(O)C>[Cl:1][CH2:2][CH2:3][CH2:4][N:5]1[C:9]2[CH:10]=[CH:11][CH:12]=[CH:13][C:8]=2[NH:7][C:6]1=[O:17]. Procedure details: A solution of 13 parts of 1-(3-chloropropyl)-1,3-dihydro-3-(1-methylethenyl)-2H-benzimidazol-2-one in 6 parts of a hydrochloric acid solution and 40 parts of ethanol is stirred for 2 hours at room temperature. The reaction mixture is evaporated and the solid residue is crystallized from 2-propanol, yielding 9.5 parts (90%) of 1-(3-chloropropyl)-1,3-dihydro-2H-benzimidazol-2-one; mp. 115° C. The reactants are [I-].C[N+]1=C(C=CC=C1)Cl (1-methyl-2-chloropyridinium iodide), [Si](C)(C)(C(C)(C)C)OCC=1C(=NC=CC1)C=1C=C(N)C=CC1 (3-(3-tert-butyldimethylsilyloxymethylpyridin-2-yl)aniline), C(C)(C)(C)OC(=O)NC(=S)NC(=O)OC(C)(C)C (N,N′-bis(tert-butoxycarbonyl)thiourea), C(C)(C)N(CC)C(C)C (diisopropylethylamine). Run in ClCCl (dichloromethane), C(C)(=O)OCC (ethyl acetate). Reaction conditions: time 18 hour. Product: C(C)(C)(C)OC(=O)NC(=NC1=CC(=CC=C1)C1=NC=CC=C1CO[Si](C)(C)C(C)(C)C)NC(=O)OC(C)(C)C (N,N′-bis(tert-butoxycarbonyl)-N″-(3-(3-tert-butyldimethylsilyloxymethylpyridin-2-yl)phenyl)guanidine). Yield: 85.2%. RXN SMILES: [Si:1]([O:8][CH2:9][C:10]1[C:11]([C:16]2[CH:17]=[C:18]([CH:20]=[CH:21][CH:22]=2)[NH2:19])=[N:12][CH:13]=[CH:14][CH:15]=1)([C:4]([CH3:7])([CH3:6])[CH3:5])([CH3:3])[CH3:2].[C:23]([O:27][C:28]([NH:30][C:31]([NH:33][C:34]([O:36][C:37]([CH3:40])([CH3:39])[CH3:38])=[O:35])=S)=[O:29])([CH3:26])([CH3:25])[CH3:24].C(N(C(C)C)CC)(C)C.[I-].C[N+]1C=CC=CC=1Cl>ClCCl.C(OCC)(=O)C>[C:37]([O:36][C:34]([NH:33][C:31]([NH:30][C:28]([O:27][C:23]([CH3:26])([CH3:25])[CH3:24])=[O:29])=[N:19][C:18]1[CH:20]=[CH:21][CH:22]=[C:16]([C:11]2[C:10]([CH2:9][O:8][Si:1]([C:4]([CH3:7])([CH3:6])[CH3:5])([CH3:3])[CH3:2])=[CH:15][CH:14]=[CH:13][N:12]=2)[CH:17]=1)=[O:35])([CH3:40])([CH3:39])[CH3:38] |f:3.4|. Procedure: To a suspension of 3-(3-tert-butyldimethylsilyloxymethylpyridin-2-yl)aniline (364 mg), N,N′-bis(tert-butoxycarbonyl)thiourea (385 mg) and diisopropylethylamine (0.465 ml) in dichloromethane (12 ml) was added 1-methyl-2-chloropyridinium iodide (385 mg), and the mixture was stirred for 18 hours. The mixture was diluted with ethyl acetate, washed with water and brine, dried over magnesium sulfate and evaporated under reduced pressure. The residue was purified by column chromatography (silica gel 35... Starting materials: CCOC(=O)C(C)=Cc1ccc(C#Cc2cccc(CN(C)C3CC3)c2)cc1, CCO, [K+], C1CCOC1, [OH-]. Product: CC(=Cc1ccc(C#Cc2cccc(CN(C)C3CC3)c2)cc1)C(=O)O. Reaction SMILES: [CH2:1]([CH3:2])[O:3][C:4]([C:5](=[CH:6][c:7]1[cH:8][cH:9][c:10]([C:13]#[C:14][c:15]2[cH:16][c:17]([CH2:21][N:22]([CH3:23])[CH:24]3[CH2:25][CH2:26]3)[cH:18][cH:19][cH:20]2)[cH:11][cH:12]1)[CH3:27])=[O:28].[CH3:31][CH2:32][OH:33].[K+:30].[O:34]1[CH2:35][CH2:36][CH2:37][CH2:38]1.[OH-:29]>>[O:3]=[C:4]([C:5](=[CH:6][c:7]1[cH:8][cH:9][c:10]([C:13]#[C:14][c:15]2[cH:16][c:17]([CH2:21][N:22]([CH3:23])[CH:24]3[CH2:25][CH2:26]3)[cH:18][cH:19][cH:20]2)[cH:11][cH:12]1)[CH3:27])[OH:28]. Starting materials: CCN(CC)S(F)(F)F, COCCOC, CCCc1cc(F)c(C2CCC(=O)CC2)c(F)c1, O=S(=O)(O)C(F)(F)F. The product is CCCc1cc(F)c(C2CC=C(F)CC2)c(F)c1. RXN SMILES: [CH2:1]([N:2]([S:3]([F:4])([F:5])[F:7])[CH2:6][CH3:8])[CH3:9].[CH2:28]([CH2:29][O:30][CH3:31])[O:32][CH3:33].[F:10][c:11]1[c:12]([CH:21]2[CH2:22][CH2:23][C:24](=[O:27])[CH2:25][CH2:26]2)[c:13]([F:20])[cH:14][c:15]([CH2:17][CH2:18][CH3:19])[cH:16]1.[OH:34][S:35]([C:36]([F:37])([F:38])[F:39])(=[O:40])=[O:41]>>[F:7][C:24]1=[CH:23][CH2:22][CH:21]([c:12]2[c:11]([F:10])[cH:16][c:15]([CH2:17][CH2:18][CH3:19])[cH:14][c:13]2[F:20])[CH2:26][CH2:25]1. Starting materials: C(C)(=O)C1=CC2=C(C=CNS2=O)C=C1 (7-acetylbenzothiazinone), BrBr (bromine). Solvent: C(Cl)Cl (methylene chloride). Product: BrCC(=O)C1=CC2=C(C=CNS2=O)C=C1 (7-(Bromoacetyl)Benzothiazinone). Reaction SMILES: [C:1]([C:4]1[CH:14]=[CH:13][C:7]2[CH:8]=[CH:9][NH:10][S:11](=[O:12])[C:6]=2[CH:5]=1)(=[O:3])[CH3:2].[Br:15]Br>C(Cl)Cl>[Br:15][CH2:2][C:1]([C:4]1[CH:14]=[CH:13][C:7]2[CH:8]=[CH:9][NH:10][S:11](=[O:12])[C:6]=2[CH:5]=1)=[O:3]. Reported procedure: 0.01 mol of 7-acetylbenzothiazinone, described in Am. Chem. Rome, is dissolved in 100 cm3 of methylene chloride. 0.011 mol of bromine is added dropwise and with stirring via a dropping funnel, and stirring is maintained for 13 hours. The mixture is filtered and evaporated to dryness and the residue is recrystallized.